Dataset: the Open Reaction Database (ORD), a public repository of structured organic reaction records. Task: describe an organic reaction: reactants, conditions, products, and yield The reactants are CCOC(=O)C(C)Br, CCOC(C)=O, c1ccc(P(c2ccccc2)c2ccccc2)cc1. The product is CCOC(=O)C(C)=P(c1ccccc1)(c1ccccc1)c1ccccc1. RXN SMILES: [Br:20][CH:21]([C:22](=[O:23])[O:24][CH2:25][CH3:26])[CH3:27].[CH3:28][CH2:29][O:30][C:31](=[O:32])[CH3:33].[c:1]1([P:7]([c:8]2[cH:9][cH:10][cH:11][cH:12][cH:13]2)[c:14]2[cH:15][cH:16][cH:17][cH:18][cH:19]2)[cH:2][cH:3][cH:4][cH:5][cH:6]1>>[c:1]1([P:7]([c:8]2[cH:9][cH:10][cH:11][cH:12][cH:13]2)([c:14]2[cH:15][cH:16][cH:17][cH:18][cH:19]2)=[C:21]([C:22](=[O:23])[O:24][CH2:25][CH3:26])[CH3:27])[cH:2][cH:3][cH:4][cH:5][cH:6]1. Starting materials: solid, Cl.Cl.Cl.CC=1C2=C(C(=NC1)N1CCN(CC1)CC[C@@H]1CC[C@H](CC1)N)C=CO2 (trans-4-{2-[4-(7-methyl-furo[3,2-c]pyridin-4-yl)-piperazin-1-yl]-ethyl}-cyclohexylamine trihydrochloride), Cl.Cl.Cl.CC=1C2=C(C(=NC1)N1CCN(CC1)CC[C@@H]1CC[C@H](CC1)N)C=CO2 (trans-4-{2-[4-(7-methyl-furo[3,2-c]pyridin-4-yl)-piperazin-1-yl]-ethyl}-cyclohexylamine trihydrochloride), O1CCC(CC1)CC(=O)O (tetrahydropyran-4-yl-acetic acid). Product: CC=1C2=C(C(=NC1)N1CCN(CC1)CC[C@@H]1CC[C@H](CC1)NC(CC1CCOCC1)=O)C=CO2 (trans-N-(4-{2-[4-(7-Methyl-furo[3,2-c]pyridin-4-yl)-piperazin-1-yl]-ethyl}-cyclohexyl)-2-(tetrahydro-pyran-4-yl)-acetamide). Reaction SMILES: Cl.Cl.Cl.[CH3:4][C:5]1[C:6]2[O:28][CH:27]=[CH:26][C:7]=2[C:8]([N:11]2[CH2:16][CH2:15][N:14]([CH2:17][CH2:18][C@H:19]3[CH2:24][CH2:23][C@H:22]([NH2:25])[CH2:21][CH2:20]3)[CH2:13][CH2:12]2)=[N:9][CH:10]=1.[O:29]1[CH2:34][CH2:33][CH:32]([CH2:35][C:36](O)=[O:37])[CH2:31][CH2:30]1>>[CH3:4][C:5]1[C:6]2[O:28][CH:27]=[CH:26][C:7]=2[C:8]([N:11]2[CH2:12][CH2:13][N:14]([CH2:17][CH2:18][C@H:19]3[CH2:20][CH2:21][C@H:22]([NH:25][C:36](=[O:37])[CH2:35][CH:32]4[CH2:33][CH2:34][O:29][CH2:30][CH2:31]4)[CH2:23][CH2:24]3)[CH2:15][CH2:16]2)=[N:9][CH:10]=1 |f:0.1.2.3|. Reported procedure: The title compound, white solid (115 mg, 82%), MS (ISP) m/z=469.5 [(M+H)+], mp 205.5° C., was prepared in accordance with the general method of example 32 from trans-4-{2-[4-(7-methyl-furo[3,2-c]pyridin-4-yl)-piperazin-1-yl]-ethyl}-cyclohexylamine trihydrochloride (intermediate F) (136 mg, 0.3 mmol) and tetrahydropyran-4-yl-acetic acid. The reactants are CC1CNCC(C)O1, N#Cc1cccnc1F, C1CCOC1. Yields the product CC1CN(c2ncccc2C#N)CC(C)O1. As a reaction SMILES: [CH3:10][CH:11]1[O:12][CH:13]([CH3:17])[CH2:14][NH:15][CH2:16]1.[F:1][c:2]1[c:3]([C:4]#[N:5])[cH:6][cH:7][cH:8][n:9]1.[O:18]1[CH2:19][CH2:20][CH2:21][CH2:22]1>>[c:2]1([N:15]2[CH2:14][CH:13]([CH3:17])[O:12][CH:11]([CH3:10])[CH2:16]2)[c:3]([C:4]#[N:5])[cH:6][cH:7][cH:8][n:9]1. Starting materials: O=C=O, CO, CNc1nc(Nc2ccc(-n3cnc(Cl)c3)c(OC)c2)nc2c1CCC2c1ccc(OC(F)(F)F)cc1. Product: CCNc1nc(Nc2ccc(-n3cnc(Cl)c3)c(OC)c2)nc2c1CCC2c1ccc(OC(F)(F)F)cc1. RXN SMILES: [C:38](=[O:39])=[O:40].[CH3:41][OH:42].[Cl:1][c:2]1[n:3][cH:4][n:5](-[c:7]2[c:8]([O:36][CH3:37])[cH:9][c:10]([NH:13][c:14]3[n:15][c:16]([NH:34][CH3:35])[c:17]4[c:18]([n:19]3)[CH:20]([c:23]3[cH:24][cH:25][c:26]([O:29][C:30]([F:31])([F:32])[F:33])[cH:27][cH:28]3)[CH2:21][CH2:22]4)[cH:11][cH:12]2)[cH:6]1>>[Cl:1][c:2]1[n:3][cH:4][n:5](-[c:7]2[c:8]([O:36][CH3:37])[cH:9][c:10]([NH:13][c:14]3[n:15][c:16]([NH:34][CH2:35][CH3:38])[c:17]4[c:18]([n:19]3)[CH:20]([c:23]3[cH:24][cH:25][c:26]([O:29][C:30]([F:31])([F:32])[F:33])[cH:27][cH:28]3)[CH2:21][CH2:22]4)[cH:11][cH:12]2)[cH:6]1. Starting materials: CCCCO, COc1cccc(N(C)C)c1CN1CCC(Nc2nc(Cl)nc3ccccc23)CC1, CCOP(=O)(CCCN)OCC. Product: CCOP(=O)(CCCNc1nc(NC2CCN(Cc3c(OC)cccc3N(C)C)CC2)c2ccccc2n1)OCC. As a reaction SMILES: [CH2:43]([OH:44])[CH2:45][CH2:46][CH3:47].[Cl:1][c:2]1[n:3][c:4]2[cH:5][cH:6][cH:7][cH:8][c:9]2[c:10]([NH:12][CH:13]2[CH2:14][CH2:15][N:16]([CH2:19][c:20]3[c:21]([N:28]([CH3:29])[CH3:30])[cH:22][cH:23][cH:24][c:25]3[O:26][CH3:27])[CH2:17][CH2:18]2)[n:11]1.[NH2:31][CH2:32][CH2:33][CH2:34][P:35]([O:36][CH2:37][CH3:38])([O:39][CH2:40][CH3:41])=[O:42]>>[c:2]1([NH:31][CH2:32][CH2:33][CH2:34][P:35]([O:36][CH2:37][CH3:38])([O:39][CH2:40][CH3:41])=[O:42])[n:3][c:4]2[cH:5][cH:6][cH:7][cH:8][c:9]2[c:10]([NH:12][CH:13]2[CH2:14][CH2:15][N:16]([CH2:19][c:20]3[c:21]([N:28]([CH3:29])[CH3:30])[cH:22][cH:23][cH:24][c:25]3[O:26][CH3:27])[CH2:17][CH2:18]2)[n:11]1. Starting materials: C=1C=CC2=C(C1)N=NN2O (HOBT), CCN=C=NCCCN(C)C.Cl (WSC hydrochloride), C(C)OC=1C=C(C(=O)O)C=C(C1C=1C=NN(C1)C)OCC (3,5-diethoxy-4-(1-methyl-1H-pyrazol-4-yl)benzoic acid), Cl.CC(C(=O)OCN1N=C(N=N1)C=1C=C2C(CC3(CCNCC3)OC2=CC1)=O)(C)C ([5-(4-oxospiro[chroman-2,4′-piperidin]-6-yl)-2H-tetrazol-2-yl]methyl 2,2-dimethylpropanoate hydrochloride). The solvent is O (water), CN(C)C=O (DMF), CCN(CC)CC (Et3N). Conditions: time 8 hour. Yields the product CC(C(=O)OCN1N=C(N=N1)C=1C=C2C(CC3(CCN(CC3)C(=O)C3=CC(=C(C(=C3)OCC)C=3C=NN(C3)C)OCC)OC2=CC1)=O)(C)C ([5-(1′-{[3,5-Diethoxy-4-(1-methyl-1H-pyrazol-4-yl)phenyl]carbonyl}-4-oxospiro[chroman-2,4′-piperidin]-6-yl)-2H-tetrazol-2-yl]methyl 2,2-dimethylpropanoate). As a reaction SMILES: C1C=CC2N(O)N=NC=2C=1.CCN=C=NCCCN(C)C.Cl.[CH2:23]([O:25][C:26]1[CH:27]=[C:28]([CH:32]=[C:33]([O:41][CH2:42][CH3:43])[C:34]=1[C:35]1[CH:36]=[N:37][N:38]([CH3:40])[CH:39]=1)[C:29]([OH:31])=O)[CH3:24].Cl.[CH3:45][C:46]([CH3:73])([CH3:72])[C:47]([O:49][CH2:50][N:51]1[N:55]=[N:54][C:53]([C:56]2[CH:57]=[C:58]3[C:68](=[CH:69][CH:70]=2)[O:67][C:61]2([CH2:66][CH2:65][NH:64][CH2:63][CH2:62]2)[CH2:60][C:59]3=[O:71])=[N:52]1)=[O:48]>O.CN(C=O)C.CCN(CC)CC>[CH3:45][C:46]([CH3:73])([CH3:72])[C:47]([O:49][CH2:50][N:51]1[N:55]=[N:54][C:53]([C:56]2[CH:57]=[C:58]3[C:68](=[CH:69][CH:70]=2)[O:67][C:61]2([CH2:62][CH2:63][N:64]([C:29]([C:28]4[CH:32]=[C:33]([O:41][CH2:42][CH3:43])[C:34]([C:35]5[CH:36]=[N:37][N:38]([CH3:40])[CH:39]=5)=[C:26]([O:25][CH2:23][CH3:24])[CH:27]=4)=[O:31])[CH2:65][CH2:66]2)[CH2:60][C:59]3=[O:71])=[N:52]1)=[O:48] |f:1.2,4.5|. Reported procedure: Et3N (223 μL), HOBT (123 mg) and WSC hydrochloride (154 mg) were added to a DMF (8 mL) solution of 3,5-diethoxy-4-(1-methyl-1H-pyrazol-4-yl)benzoic acid (194 mg) and [5-(4-oxospiro[chroman-2,4′-piperidin]-6-yl)-2H-tetrazol-2-yl]methyl 2,2-dimethylpropanoate hydrochloride (349 mg), and stirred overnight at room temperature. The reaction liquid was poured into saturated saline water, extracted with ethyl acetate, and the organic layer was washed with water and saturated saline water. The organic l... The reactants are BrB(Br)Br, COc1cccc(N2CCCC2)c1, ClCCl, O. Yields the product Oc1cccc(N2CCCC2)c1. Reaction SMILES: [B:14]([Br:15])([Br:16])[Br:17].[CH3:1][O:2][c:3]1[cH:4][c:5]([N:9]2[CH2:10][CH2:11][CH2:12][CH2:13]2)[cH:6][cH:7][cH:8]1.[Cl:19][CH2:20][Cl:21].[OH2:18]>>[OH:2][c:3]1[cH:4][c:5]([N:9]2[CH2:10][CH2:11][CH2:12][CH2:13]2)[cH:6][cH:7][cH:8]1. Reactants: C(C)OC(=O)C1CCN(CC1)C1=NC=C(C=C1)C(NC1=CC(=C(C=C1)C)I)=O (5′-(3-iodo-4-methyl-phenylcarbamoyl)-3,4,5,6-tetrahydro-2H-[1,2′]bipyridinyl-4 carboxylic acid ethyl ester), O(C)C=1C=C(C=CC1)B(O)O (3-methoxylphenyl boronic acid), C(C)OC(=O)C1CCN(CC1)C1=NC=C(C=C1)C(NC1=CC(=C(C=C1)C1=CC=CC=C1)C)=O (5′-(2-methyl-biphenyl-4-ylcarbamoyl)-3,4,5,6-tetrahydro-2H-[1,2′]bipyridinyl-4-carboxylic acid ethyl ester). The product is C(C)OC(=O)C1CCN(CC1)C1=NC=C(C=C1)C(NC=1C=C(C(=CC1)C)C1=CC(=CC=C1)OC)=O (5′-(3′-Methoxy-6-methyl-biphenyl-3-ylcarbamoyl)-3,4,5,6-tetrahydro-2H-[1,2′]bipyridinyl-4-carboxylic acid ethyl ester). As a reaction SMILES: [CH2:1]([O:3][C:4]([CH:6]1[CH2:11][CH2:10][N:9]([C:12]2[CH:17]=[CH:16][C:15]([C:18](=[O:28])[NH:19][C:20]3[CH:25]=[CH:24][C:23]([CH3:26])=[C:22](I)[CH:21]=3)=[CH:14][N:13]=2)[CH2:8][CH2:7]1)=[O:5])[CH3:2].[O:29]([C:31]1[CH:32]=[C:33](B(O)O)[CH:34]=[CH:35][CH:36]=1)[CH3:30].C(OC(C1CCN(C2C=CC(C(=O)NC3C=CC(C4C=CC=CC=4)=C(C)C=3)=CN=2)CC1)=O)C>>[CH2:1]([O:3][C:4]([CH:6]1[CH2:11][CH2:10][N:9]([C:12]2[CH:17]=[CH:16][C:15]([C:18](=[O:28])[NH:19][C:20]3[CH:21]=[C:22]([C:35]4[CH:34]=[CH:33][CH:32]=[C:31]([O:29][CH3:30])[CH:36]=4)[C:23]([CH3:26])=[CH:24][CH:25]=3)=[CH:14][N:13]=2)[CH2:8][CH2:7]1)=[O:5])[CH3:2]. Procedure: 5′-(3′-Methoxy-6-methyl-biphenyl-3-ylcarbamoyl)-3,4,5,6-tetrahydro-2H-[1,2′]bipyridinyl-4-carboxylic acid ethyl ester was prepared from 5′-(3-iodo-4-methyl-phenylcarbamoyl)-3,4,5,6-tetrahydro-2H-[1,2′]bipyridinyl-4 carboxylic acid ethyl ester and 3-methoxylphenyl boronic acid following a method similar to the one described in the synthesis of 5′-(2-methyl-biphenyl-4-ylcarbamoyl)-3,4,5,6-tetrahydro-2H-[1,2′]bipyridinyl-4-carboxylic acid ethyl ester, above. The product was isolated after silica ge... The reactants are C(C)(=O)NC(C(=O)OCC)C(=O)OCC (Diethyl acetamidomalonate), [Na] (Sodium), ClC=1C=C(CBr)C=CC1Cl (3,4-Dichlorobenzyl bromide). Run in C(C)O (ethanol). Reaction conditions: time 30 minute. The product is C(C)OC(C(CC1=CC(=C(C=C1)Cl)Cl)(C(=O)OCC)NC(C)=O)=O (Ethyl-2-acetamido-2-carbethoxy-3-(3,4-dichlorophenyl)propionate). Reaction SMILES: [Na].[C:2]([NH:5][CH:6]([C:12]([O:14][CH2:15][CH3:16])=[O:13])[C:7]([O:9][CH2:10][CH3:11])=[O:8])(=[O:4])[CH3:3].[Cl:17][C:18]1[CH:19]=[C:20]([CH:23]=[CH:24][C:25]=1[Cl:26])[CH2:21]Br>C(O)C>[CH2:10]([O:9][C:7](=[O:8])[C:6]([NH:5][C:2](=[O:4])[CH3:3])([C:12]([O:14][CH2:15][CH3:16])=[O:13])[CH2:21][C:20]1[CH:23]=[CH:24][C:25]([Cl:26])=[C:18]([Cl:17])[CH:19]=1)[CH3:11] |^1:0|. Procedure: Sodium pellets were dissolved in ethanol (200 ml). Diethyl acetamidomalonate (6.53 g) was added and the solution stirred for 30 minutes. 3,4-Dichlorobenzyl bromide (10.0 g), was added and the solution refluxed for 3.5 hours. The solution was filtered whilst hot and allowed to cool before water (200 ml) was added. On standing at 4° C. for 12 hours the title compound precipitated as colourless crystals which were removed by filtration and dried under vacuum (9.27 g). 1H NMR (360 MHz, CDCl3) δ7.32 ... Starting materials: ClC1=CC(=CC=C1)C(=O)OO (m-chloroperbenzoic acid), C1(=CC=CC=C1)C(SCCC1=COC2=C1C=CC=C2OCC(=O)O)C2=CC=CC=C2 ((3-(2-(diphenylmethyl)thioethyl)benzofuran-7-yloxy)acetic acid), O (water). Run at temperature 0 celsius, time 2 hour. Solvent: ClCCl (dichloromethane). Yields the product C1(=CC=CC=C1)C(S(=O)(=O)CCC1=COC2=C1C=CC=C2OCC(=O)O)C2=CC=CC=C2 ((3-(2-(diphenylmethylsulfonyl)ethyl)benzofuran-7-yloxy)acetic acid). Isolated yield 72.0%. As a reaction SMILES: [C:1]1([CH:7]([C:25]2[CH:30]=[CH:29][CH:28]=[CH:27][CH:26]=2)[S:8][CH2:9][CH2:10][C:11]2[C:15]3[CH:16]=[CH:17][CH:18]=[C:19]([O:20][CH2:21][C:22]([OH:24])=[O:23])[C:14]=3[O:13][CH:12]=2)[CH:6]=[CH:5][CH:4]=[CH:3][CH:2]=1.ClC1C=CC=C(C(OO)=[O:39])C=1.[OH2:42]>ClCCl>[C:25]1([CH:7]([C:1]2[CH:2]=[CH:3][CH:4]=[CH:5][CH:6]=2)[S:8]([CH2:9][CH2:10][C:11]2[C:15]3[CH:16]=[CH:17][CH:18]=[C:19]([O:20][CH2:21][C:22]([OH:24])=[O:23])[C:14]=3[O:13][CH:12]=2)(=[O:39])=[O:42])[CH:30]=[CH:29][CH:28]=[CH:27][CH:26]=1. Reported procedure: (3-(2-(diphenylmethyl)thioethyl)benzofuran-7-yloxy)acetic acid (126 mg) was dissolved in dichloromethane (2 ml) and the obtained solution was cooled to 0° C. To this solution, m-chloroperbenzoic acid (143 mg) was added and the resulting mixture was stirred for 2 hours. The reaction solution was poured into water layer (30 ml) and the resultant was extracted twice with ethyl acetate (20 ml). The organic layers were combined and washed with saturated aqueous sodium thiosulfate solution and with sa...